From a dataset of the Open Reaction Database (ORD), a public repository of structured organic reaction records. describe an organic reaction: reactants, conditions, products, and yield The reactants are ClC1=NC(=C2N=CN(C2=N1)C1OCCCC1)N1CCOCC1 (4-(2-chloro-9-(tetrahydro-2H-pyran-2-yl)-9H-purin-6-yl)morpholine), O.C1(=CC=C(C=C1)S(=O)(=O)O)C (p-toluenesulfonic acid monohydrate). Solvent: CO (methanol). Reaction conditions: time 30 minute. The product is ClC1=NC(=C2N=CNC2=N1)N1CCOCC1 (4-(2-chloro-9H-purin-6-yl)morpholine). Reaction SMILES: [Cl:1][C:2]1[N:10]=[C:9]2[C:5]([N:6]=[CH:7][N:8]2C2CCCCO2)=[C:4]([N:17]2[CH2:22][CH2:21][O:20][CH2:19][CH2:18]2)[N:3]=1.O.C1(C)C=CC(S(O)(=O)=O)=CC=1>CO>[Cl:1][C:2]1[N:10]=[C:9]2[C:5]([N:6]=[CH:7][NH:8]2)=[C:4]([N:17]2[CH2:18][CH2:19][O:20][CH2:21][CH2:22]2)[N:3]=1 |f:1.2|. Procedure details: To 4-(2-chloro-9-(tetrahydro-2H-pyran-2-yl)-9H-purin-6-yl)morpholine (100 g) in methanol (500 mL) at 50° C. was added p-toluenesulfonic acid monohydrate (6 g). The reaction was stirred for 30 mins, whereupon white solid has crashed fully out of solution. The solid was filtered and collected through a Buchner funnel, rinsed with methanol and dried under vacuum to get 4-(2-chloro-9H-purin-6-yl)morpholine. Cesium carbonate (200 g) and iodomethane (30 mL) were subsequently added to a stirring soluti... Reactants: CCOC(COc1cnsn1)OCC, CCCCO, Cl, Cl, O, NCCc1ccc(O)c(O)c1. Yields the product Cl, Oc1cc2c(cc1O)C(COc1cnsn1)NCC2. Reaction SMILES: [CH2:13]([O:14][CH:16]([O:15][CH2:24][CH3:25])[CH2:17][O:18][c:19]1[n:20][s:21][n:22][cH:23]1)[CH3:26].[CH2:28]([OH:29])[CH2:30][CH2:31][CH3:32].[ClH:1].[ClH:27].[OH2:33].[OH:2][c:3]1[cH:4][c:5]([CH2:6][CH2:7][NH2:8])[cH:9][cH:10][c:11]1[OH:12]>>[ClH:1].[OH:2][c:3]1[cH:4][c:5]2[c:9]([cH:10][c:11]1[OH:12])[CH:16]([CH2:17][O:18][c:19]1[n:20][s:21][n:22][cH:23]1)[NH:8][CH2:7][CH2:6]2.